Dataset: the Open Reaction Database (ORD), a public repository of structured organic reaction records. Task: describe an organic reaction: reactants, conditions, products, and yield The reactants are [H-].[Al+3].[Li+].[H-].[H-].[H-] (lithium aluminium hydride), C(#N)C=1COC2=CC=CC=C2C1 (3-cyanochromene), [OH-].[Na+] (sodium hydroxide), [Cl-].[Al+3].[Cl-].[Cl-] (aluminium chloride). The solvent is C(C)OCC (diethyl ether), O (water), O1CCCC1 (tetrahydrofuran), O (water), C(C)OCC (diethyl ether). The product is Cl.NCC1COC2=CC=CC=C2C1 (3-aminomethylchroman hydrochloride). Reaction SMILES: [Cl-:1].[Al+3].[Cl-].[Cl-].[H-].[Al+3].[Li+].[H-].[H-].[H-].[C:11]([C:13]1[CH2:14][O:15][C:16]2[C:21]([CH:22]=1)=[CH:20][CH:19]=[CH:18][CH:17]=2)#[N:12].[OH-].[Na+]>C(OCC)C.O1CCCC1.O>[ClH:1].[NH2:12][CH2:11][CH:13]1[CH2:22][C:21]2[C:16](=[CH:17][CH:18]=[CH:19][CH:20]=2)[O:15][CH2:14]1 |f:0.1.2.3,4.5.6.7.8.9,11.12,16.17|. Procedure details: First 1.77 g (13.32 mmol) of aluminium chloride in 50 ml of absolute diethyl ether are added dropwise while stirring at room temperature to a suspension of 3.04 g (80 mmol) of lithium aluminium hydride in 100 ml of absolute diethyl ether. Then 6.29 g (40 mmol) of 3-cyanochromene [R. C. Gupta et al., Ind. J. Chem. 21B, 344 (1982)] in 50 ml of absolute tetrahydrofuran are added dropwise within a period of 20 minutes. The reaction mixture is boiled under reflux for 16 hours. After it has cooled, it... Starting materials: ClC1=C(C(=CC2=CC=CC=C12)C)C(CO)OC(C(F)(F)F)(C)C (2-(1-chloro-3-methylnaphthalen-2-yl)-2-(1,1,1-trifluoro-2-methylpropan-2-yloxy)ethanol), FC(C(C)(O)C)F (1,1-difluoro-2-methylpropan-2-ol). Product: ClC1=C(C(=CC2=CC=CC=C12)C)C(CO)OC(C(F)F)(C)C (2-(1-chloro-3-methylnaphthalen-2-yl)-2-(1,1-difluoro-2-methylpropan-2-yloxy)ethanol). As a reaction SMILES: [Cl:1][C:2]1[C:11]2[C:6](=[CH:7][CH:8]=[CH:9][CH:10]=2)[CH:5]=[C:4]([CH3:12])[C:3]=1[CH:13]([O:16][C:17]([CH3:23])([CH3:22])[C:18](F)([F:20])[F:19])[CH2:14][OH:15].FC(F)C(C)(O)C>>[Cl:1][C:2]1[C:11]2[C:6](=[CH:7][CH:8]=[CH:9][CH:10]=2)[CH:5]=[C:4]([CH3:12])[C:3]=1[CH:13]([O:16][C:17]([CH3:23])([CH3:22])[CH:18]([F:19])[F:20])[CH2:14][OH:15]. Procedure details: Compound 2-(1-chloro-3-methylnaphthalen-2-yl)-2-(1,1-difluoro-2-methylpropan-2-yloxy)ethanol was prepared following the procedure used to prepare 2-(1-chloro-3-methylnaphthalen-2-yl)-2-(1,1,1-trifluoro-2-methylpropan-2-yloxy)ethanol of Example 31, except that 1,1-difluoro-2-methylpropan-2-ol (10 eq) was used instead of 2-trifluoromethyl-2-propanol (25 eq). 1H-NMR: 400 MHz, (CDCl3) δ 8.27 (d, J=8.4 Hz, 1H), 7.73 (d, J=7.6 Hz, 1H), 7.57-7.49 (m, 3H), 5.85 (dd, J=9.2, 3.6 Hz, 1H), 5.61 (t, J=56.4 H... Reactants: CC1=CC(=O)OC2=C1C=CC(=C2)OP(=O)(O)O (4-MUP), [Mg] (magnesium), CC1=CC(=O)OC2=C1C=CC(=C2)OP(=O)(O)O (4-MUP). Product: CC1=CC(=O)OC2=C1C=CC(=C2)O (4-methyl umbelliferone). As a reaction SMILES: [CH3:1][C:2]1[C:8]2[CH:9]=[CH:10][C:11]([O:13]P(O)(O)=O)=[CH:12][C:7]=2[O:6][C:4](=[O:5])[CH:3]=1.[Mg]>>[CH3:1][C:2]1[C:8]2[CH:9]=[CH:10][C:11]([OH:13])=[CH:12][C:7]=2[O:6][C:4](=[O:5])[CH:3]=1. Procedure details: The procedures used in FIG. 5 could not be applied to 4-MUP for two reasons. First, the background reading obtained from a 1 mM solution was off scale on the Turner model 111. If the concentration was reduced to 0.030 mM then the background reading was comparable to a 1 mM solution of BBTP or ABTP. Since the Km for 4-MUP in this buffer is approximately 30 micromolar then the turnover of 4-MUP is reduced thus lowering the sensitivity of the substrate for AP. It was found that with freshly prepare... The reactants are Cl.C1(=CC=C(C=C1)NN)C (p-tolylhydrazine hydrochloride), C(C)OC(CCCNC)OCC (4,4-diethoxy-N-methylbutan-1-amine), CC=1C=C2C(=CN(C2=CC1)CC(=O)OCC)CCNC (ethyl 2-(5-methyl-3-(2-(methylamino)ethyl)-1H-indol-1-yl)acetate), CC=1C=C2C3=C(N(C2=CC1)CC(=O)O)CN(CC3)C (2-(6-methyl-1,2,3,4-tetrahydro-2-methylpyrido[3,4-b]indol-9-yl)acetic acid), CCN=C=NCCCN(C)C (EDCI), C(=O)(C(F)(F)F)O (TFA), BrCC(=O)OCC (ethyl bromoacetate), CC1=CC=C(C=C1)N(N)CC(=O)OCC (ethyl 2-(1-(4-methylphenyl)hydrazinyl)acetate), C=O (formaldehyde). Run in C(C)N(CC)CC (triethylamine), C(C)#N (acetonitrile), [OH-].[Na+] (NaOH), C(C)(C)O (isopropanol), CC=1C=C2C3=C(N(C2=CC1)CC(=O)OCC)CN(CC3)C (ethyl 2-(6-methyl-1,2,3,4-tetrahydro-2-methylpyrido[3,4-b]indol-9-yl)acetate). The product is CN1CC=2N(C3=CC=C(C=C3C2CC1)C)CC(=O)OC(C)C (isopropyl 2-(1,2,3,4-tetrahydro-2,6-dimethylpyrido[3,4-b]indol-9-yl)acetate). Reaction SMILES: Cl.[C:2]1([CH3:10])[CH:7]=[CH:6][C:5]([NH:8]N)=[CH:4][CH:3]=1.Br[CH2:12][C:13]([O:15][CH2:16][CH3:17])=[O:14].C[C:19]1[CH:24]=[CH:23][C:22]([N:25]([CH2:27]C(OCC)=O)N)=C[CH:20]=1.[CH2:33](OC(OCC)CCCNC)C.CC1C=C2C(=CC=1)N(CC(OCC)=O)C=C2CCNC.C=O.C(O)(C(F)(F)F)=O.CC1C=C2C(=CC=1)N(CC(O)=O)C1CN(C)CCC2=1.CCN=C=NCCCN(C)C>C(#N)C.CC1C=C2C(=CC=1)N(CC(OCC)=O)C1CN(C)CCC2=1.[OH-].[Na+].C(O)(C)C.C(N(CC)CC)C>[CH3:27][N:25]1[CH2:22][CH2:23][C:24]2[C:6]3[C:5](=[CH:4][CH:3]=[C:2]([CH3:10])[CH:7]=3)[N:8]([CH2:12][C:13]([O:15][CH:16]([CH3:17])[CH3:33])=[O:14])[C:19]=2[CH2:20]1 |f:0.1,12.13|. Procedure: The title compound is prepared by following General Methods 1, 3, 4, 5 and 6 by using p-tolylhydrazine hydrochloride, ethyl bromoacetate, and triethylamine (General Method 1), ethyl 2-(1-(4-methylphenyl)hydrazinyl)acetate and 4,4-diethoxy-N-methylbutan-1-amine (General Method 3), ethyl 2-(5-methyl-3-(2-(methylamino)ethyl)-1H-indol-1-yl)acetate, formaldehyde and TFA in acetonitrile (General Method 4), ethyl 2-(6-methyl-1,2,3,4-tetrahydro-2-methylpyrido[3,4-b]indol-9-yl)acetate and NaOH (General M... Reactants: CC(C)([O-])C.[K+] (potassium tert-butoxide), Cl.NC(=N)N (guanidine hydrochloride), ClC1=C(C(=CC=C1C)Cl)NC1=C(C=CC=C1)C=1OC(=NN1)S(=O)C (2,6-dichloro-3-methyl-N-[2-[5-(methylsulfinyl)-1,3,4-oxadiazol-2-yl]phenyl]benzenamine). The solvent is C(C)(C)(C)O (tert-butyl alcohol). Run at time 10 minute. Yields the product Cl.ClC1=C(C(=CC=C1C)Cl)NC1=C(C=CC=C1)C1=NN=C(O1)NC(=N)N (5-[2-[(2,6-dichloro-3-methylphenyl)amino]phenyl]-1,3,4-oxadiazol-2-yl-guanidine monohydrochloride). Isolated yield 141.9%. As a reaction SMILES: CC(C)([O-])C.[K+].Cl.[NH2:8][C:9]([NH2:11])=[NH:10].[Cl:12][C:13]1[C:18]([CH3:19])=[CH:17][CH:16]=[C:15]([Cl:20])[C:14]=1[NH:21][C:22]1[CH:27]=[CH:26][CH:25]=[CH:24][C:23]=1[C:28]1[O:29][C:30](S(C)=O)=[N:31][N:32]=1>C(O)(C)(C)C>[ClH:12].[Cl:12][C:13]1[C:18]([CH3:19])=[CH:17][CH:16]=[C:15]([Cl:20])[C:14]=1[NH:21][C:22]1[CH:27]=[CH:26][CH:25]=[CH:24][C:23]=1[C:28]1[O:29][C:30]([NH:10][C:9]([NH2:11])=[NH:8])=[N:31][N:32]=1 |f:0.1,2.3,6.7|. Procedure: To a solution of potassium tert-butoxide (111.3 mg, 0.99 mmoles) in 15 ml of tert-butyl alcohol is added guanidine hydrochloride (108.2 mg, 1.13 mmoles). The reaction mixture is stirred at room temperature for 10 minutes, then 2,6-dichloro-3-methyl-N-[2-[5-(methylsulfinyl)-1,3,4-oxadiazol-2-yl]phenyl]benzenamine (201.0 mg, 0.526 mmoles) is added, and the reaction mixture is heated at reflux for five minutes. The mixture is concentrated in vacuo. 20 ml of methanol is added to the residue followed... Starting materials: C(C)C1=NC2=CC=CC=C2C(=C1)OCC1=CC=C(C=C1)C1=C(C=CC=C1)C1=NN=NN1C1=CC=C(C=C1)[N+](=O)[O-] (2-ethyl-4-[(2'-(1-(4-nitrophenyl)-1H-tetrazol-5-yl)biphenyl-4-yl)methoxy]quinoline), BrC1=C(C=CC=C1)C1=NN=NN1C1=CC=C(C=C1)[N+](=O)[O-] (5-(2-bromophenyl)-1-(4-nitrophenyl)-1H-tetrazole). The reagents and catalysts are C=1C=CC(=CC1)[P](C=2C=CC=CC2)(C=3C=CC=CC3)[Pd]([P](C=4C=CC=CC4)(C=5C=CC=CC5)C=6C=CC=CC6)([P](C=7C=CC=CC7)(C=8C=CC=CC8)C=9C=CC=CC9)[P](C=1C=CC=CC1)(C=1C=CC=CC1)C=1C=CC=CC1 (Tetrakis(triphenylphosphine)palladium). Solvent: C1(=CC=CC=C1)C (toluene), C([O-])([O-])=O.[Na+].[Na+] (sodium carbonate). Yields the product C(C)C1=NC=2CCCCC2C(=C1)OCC1=CC=C(C=C1)C1=C(C=CC=C1)C1=NN=NN1C1=CC=C(C=C1)[N+](=O)[O-] (2-ethyl-4-[(2'-(1-(4-nitrophenyl)-1H-tetrazol-5-yl)biphenyl-4-yl)methoxy]-5,6,7,8-tetrahydroquinoline). Yield: 66.5%. Reaction SMILES: [CH2:1]([C:3]1[CH:12]=[C:11]([O:13][CH2:14][C:15]2[CH:20]=[CH:19][C:18]([C:21]3[CH:26]=[CH:25][CH:24]=[CH:23][C:22]=3[C:27]3[N:31]([C:32]4[CH:37]=[CH:36][C:35]([N+:38]([O-:40])=[O:39])=[CH:34][CH:33]=4)[N:30]=[N:29][N:28]=3)=[CH:17][CH:16]=2)[C:10]2[C:5](=[CH:6][CH:7]=[CH:8][CH:9]=2)[N:4]=1)[CH3:2].BrC1C=CC=CC=1C1N(C2C=CC([N+]([O-])=O)=CC=2)N=NN=1>C1(C)C=CC=CC=1.C(=O)([O-])[O-].[Na+].[Na+].C1C=CC([P]([Pd]([P](C2C=CC=CC=2)(C2C=CC=CC=2)C2C=CC=CC=2)([P](C2C=CC=CC=2)(C2C=CC=CC=2)C2C=CC=CC=2)[P](C2C=CC=CC=2)(C2C=CC=CC=2)C2C=CC=CC=2)(C2C=CC=CC=2)C2C=CC=CC=2)=CC=1>[CH2:1]([C:3]1[CH:12]=[C:11]([O:13][CH2:14][C:15]2[CH:16]=[CH:17][C:18]([C:21]3[CH:26]=[CH:25][CH:24]=[CH:23][C:22]=3[C:27]3[N:31]([C:32]4[CH:37]=[CH:36][C:35]([N+:38]([O-:40])=[O:39])=[CH:34][CH:33]=4)[N:30]=[N:29][N:28]=3)=[CH:19][CH:20]=2)[C:10]2[CH2:9][CH2:8][CH2:7][CH2:6][C:5]=2[N:4]=1)[CH3:2] |f:3.4.5,^1:78,80,99,118|. Procedure: Tetrakis(triphenylphosphine)palladium (40 mg) was added to a suspension of compound A (200 mg) and 5-(2-bromophenyl)-1-(4-nitrophenyl)-1H-tetrazole (202 mg) in toluene (2 ml) ethanol (0.5 ml) and 2M aqueous sodium carbonate (0.58 ml). The mixture was degassed and placed under an atmosphere of argon, then heated under reflux for 12 hours. The resulting solution was cooled to ambient temperature, and dichloromethane (30 ml) and water (10 ml) were added. The organic layer was separated, dried (MgSO... Procedure details: 2-(2,6-Difluorophenyl)-4-(4-bromophenyl)oxazoline (VP4) (2.0 g, 5.9 mmol) was mixed with 2-trifluoroethoxy-5-trimethylstannylpyridine (2.61 g, 7.7 mmol), tetrakis(triphenylphosphine)palladium (0.22 g, 0.18 mmol) and lithium chloride (0.38 g, 8.9 mmol) in dioxane (30 ml) and refluxed for 9 hours. After extractive work-up and column chromatography, 2-(2,6-difluorophenyl)-4-[4-(2-trifluoroethoxypyridin-5-yl)phenyl]oxazoline was obtained, 1.37 g, colorless crystals. Solvent: O1CCOCC1 (dioxane). Reaction SMILES: [F:1][C:2]1[CH:7]=[CH:6][CH:5]=[C:4]([F:8])[C:3]=1[C:9]1[O:10][CH2:11][CH:12]([C:14]2[CH:19]=[CH:18][C:17](Br)=[CH:16][CH:15]=2)[N:13]=1.[F:21][C:22]([F:36])([F:35])[CH2:23][O:24][C:25]1[CH:30]=[CH:29][C:28]([Sn](C)(C)C)=[CH:27][N:26]=1.[Cl-].[Li+]>O1CCOCC1.C1C=CC([P]([Pd]([P](C2C=CC=CC=2)(C2C=CC=CC=2)C2C=CC=CC=2)([P](C2C=CC=CC=2)(C2C=CC=CC=2)C2C=CC=CC=2)[P](C2C=CC=CC=2)(C2C=CC=CC=2)C2C=CC=CC=2)(C2C=CC=CC=2)C2C=CC=CC=2)=CC=1>[F:1][C:2]1[CH:7]=[CH:6][CH:5]=[C:4]([F:8])[C:3]=1[C:9]1[O:10][CH2:11][CH:12]([C:14]2[CH:19]=[CH:18][C:17]([C:28]3[CH:29]=[CH:30][C:25]([O:24][CH2:23][C:22]([F:36])([F:21])[F:35])=[N:26][CH:27]=3)=[CH:16][CH:15]=2)[N:13]=1 |f:2.3,^1:48,50,69,88|. The reactants are FC1=C(C(=CC=C1)F)C=1OCC(N1)C1=CC=C(C=C1)Br (2-(2,6-Difluorophenyl)-4-(4-bromophenyl)oxazoline), FC(COC1=NC=C(C=C1)[Sn](C)(C)C)(F)F (2-trifluoroethoxy-5-trimethylstannylpyridine), [Cl-].[Li+] (lithium chloride). The reagents and catalysts are C=1C=CC(=CC1)[P](C=2C=CC=CC2)(C=3C=CC=CC3)[Pd]([P](C=4C=CC=CC4)(C=5C=CC=CC5)C=6C=CC=CC6)([P](C=7C=CC=CC7)(C=8C=CC=CC8)C=9C=CC=CC9)[P](C=1C=CC=CC1)(C=1C=CC=CC1)C=1C=CC=CC1 (tetrakis(triphenylphosphine)palladium). The product is FC1=C(C(=CC=C1)F)C=1OCC(N1)C1=CC=C(C=C1)C=1C=CC(=NC1)OCC(F)(F)F (2-(2,6-difluorophenyl)-4-[4-(2-trifluoroethoxypyridin-5-yl)phenyl]oxazoline).